From a dataset of the Open Reaction Database (ORD), a public repository of structured organic reaction records. describe an organic reaction: reactants, conditions, products, and yield The reactants are CC1=CC(=NC=C1)NC(C)=O (4-methyl-2-acetylaminopyridine), O (water), [Mn](=O)(=O)(=O)[O-].[K+] (potassium permanganate), [Mn](=O)(=O)(=O)[O-] (permanganate). Conditions: temperature 85 celsius, time 30 minute. Product: C(=O)(O)C1=CC(=NC=C1)NC(C)=O (4-Carboxy-2-acetylaminopyridine). As a reaction SMILES: [CH3:1][C:2]1[CH:7]=[CH:6][N:5]=[C:4]([NH:8][C:9](=[O:11])[CH3:10])[CH:3]=1.[Mn]([O-])(=O)(=O)=[O:13].[K+].[Mn]([O-])(=O)(=O)=O.[OH2:23]>>[C:1]([C:2]1[CH:7]=[CH:6][N:5]=[C:4]([NH:8][C:9](=[O:11])[CH3:10])[CH:3]=1)([OH:13])=[O:23] |f:1.2|. Procedure details: In a 500 mL beaker fitted with a large Teflon coated magnetic stirrer bar was added 200 mL of water and 20 g (133 mmol) of 4-methyl-2-acetylaminopyridine. The solution temperature was raised to 85° C. and 46 g (291 mmol, 2.2 eq) of potassium permanganate was added portionwise over 1 h at such a rate that the solution temperature remained between 85-90° C. After permanganate addition was completed, the mixture was stirred for 30 min at 90° C. The mixture was then filtered through a bed of celite ... Reactants: NC=1C=NC=CC1 (3-aminopyridine), Cl.CNO (N-methylhydroxylamine hydrochloride), NC(=O)N (urea), Cl (hydrochloric acid), N(=O)[O-].[Na+] (sodium nitrite), C(C)(=O)[O-].[Na+] (sodium acetate). Solvent: O (water), O (water), O (water), O (water). Reaction conditions: time 30 minute. The product is C[N+](=NNC=1C=NC=CC1)[O-] (1 -methyl-3-(3-pyridyl)triazene-1-oxide). As a reaction SMILES: [NH2:1][C:2]1[CH:3]=[N:4][CH:5]=[CH:6][CH:7]=1.Cl.[N:9]([O-])=O.[Na+].NC(N)=O.Cl.[CH3:18][NH:19][OH:20].C([O-])(=O)C.[Na+]>O>[CH3:18][N+:19]([O-:20])=[N:9][NH:1][C:2]1[CH:3]=[N:4][CH:5]=[CH:6][CH:7]=1 |f:2.3,5.6,7.8|. Procedure: To a solution of 9.4 g. of 3-aminopyridine in 31 ml. of 12N hydrochloric acid and 250 ml. of water at 0° was added in small portions a solution of 7.0 g. of sodium nitrite in 12 ml. of water. After the mixture was stirred 30 minutes at 0°, 2.2 g. of urea was added, and the solution was stirred for 15 minutes. The solution was added in one portion to a mixture of 8.35 g. of N-methylhydroxylamine hydrochloride and 50 g. of sodium acetate in 80 ml. of water at about 0° to 5°C. The mixture was stirr... Reactants: NC=1C=[N+](C=2CCCCC2C1[N+](=O)[O-])[O-] (3-Amino-4-nitro-5,6,7,8-tetrahydroquinoline-1-oxide). The reagents and catalysts are [Ni] (Raney nickel). Solvent: CO (methanol). The product is NC=1C=NC=2CCCCC2C1N (3,4-Diamino-5,6,7,8-tetrahydroquinoline). Isolated yield 86.4%. As a reaction SMILES: [NH2:1][C:2]1[CH:3]=[N+:4]([O-])[C:5]2[CH2:6][CH2:7][CH2:8][CH2:9][C:10]=2[C:11]=1[N+:12]([O-])=O>[Ni].CO>[NH2:1][C:2]1[CH:3]=[N:4][C:5]2[CH2:6][CH2:7][CH2:8][CH2:9][C:10]=2[C:11]=1[NH2:12]. Reported procedure: A mixture of 5.00 g of Compound 4 obtained in the above step (4) and 12.9 g of Raney nickel in methanol is hydrogenated at ordinary temperature under atmospheric pressure. The catalyst is filtered off, and the filtrate is concentrated in vacuo to remove the solvent. The residue is chromatographed on an alumina column, eluting with 5% methanol/chloroform. The product is recrystallized from methylene chloride-ethyl acetate to give 3.37 g of the titled compound (IIla) as crystals. Yield: 86% Starting materials: C(C=C)C1=C(NC)C=CC=C1 (2-Allyl-N-methylaniline), C([O-])([O-])=O.[Na+].[Na+] (sodium carbonate), C(C=C)Br (allyl bromide). Solvent: O (water). Product: C(C=C)N(C1=C(C=CC=C1)CC=C)C (N,2-diallyl-N-methylaniline). RXN SMILES: [CH2:1]([C:4]1[CH:11]=[CH:10][CH:9]=[CH:8][C:5]=1[NH:6][CH3:7])[CH:2]=[CH2:3].C(=O)([O-])[O-].[Na+].[Na+].[CH2:18](Br)[CH:19]=[CH2:20]>O>[CH2:18]([N:6]([CH3:7])[C:5]1[CH:8]=[CH:9][CH:10]=[CH:11][C:4]=1[CH2:1][CH:2]=[CH2:3])[CH:19]=[CH2:20] |f:1.2.3|. Procedure: 2-Allyl-N-methylaniline (14.7 g, 0.10 mol) is heated to 80° C. in the presence of 2M sodium carbonate solution (75 ml) and allyl bromide (14.1 g, 0.116 mol) for 6 hours. The mixture is diluted with water and extracted with ether twice (150 and 75 ml portions). The extracts are washed with water antibrine, dried over potassium carbonate, and concentrated to an oil. The oil is distilled on a Kugelrohr apparatus to provide pure N,2-diallyl-N-methylaniline.